This data is from the Open Reaction Database (ORD), a public repository of structured organic reaction records. The task is: describe an organic reaction: reactants, conditions, products, and yield Reactants: CC(C)CC(N)C(=O)O, [K+], [OH-], O. The product is CC(C)CC(N)C(=O)[O-], [K+]. RXN SMILES: [CH3:1][CH:2]([CH3:3])[CH2:4][CH:5]([NH2:6])[C:7]([OH:8])=[O:9].[K+:11].[OH-:10].[OH2:12]>>[CH3:1][CH:2]([CH3:3])[CH2:4][CH:5]([NH2:6])[C:7](=[O:8])[O-:9].[K+:11].